Dataset: the Open Reaction Database (ORD), a public repository of structured organic reaction records. Task: describe an organic reaction: reactants, conditions, products, and yield The reactants are [O-2].[Zn+2] (zinc oxide), CC(C)(C)C=1C=CC(=CC1)C(=O)CC(=O)C=2C=CC(=CC2)OC (avobenzone), 3A-C, CC(C)(C)C=1C=CC(=CC1)C(=O)CC(=O)C=2C=CC(=CC2)OC (avobenzone), CC(C)(C)C=1C=CC(=CC1)C(=O)CC(=O)C=2C=CC(=CC2)OC (Parsol 1789), [O-2].[Zn+2] (zinc oxide), CC(C)(C)C=1C=CC(=CC1)C(=O)CC(=O)C=2C=CC(=CC2)OC (Parsol 1789). The solvent is alcohol. Conditions: time 9 day. The product is [O-2].[Zn+2].CC(C)(C)C=1C=CC(=CC1)C(=O)CC(=O)C=2C=CC(=CC2)OC (zinc oxide avobenzone). Isolated yield 92.5%. As a reaction SMILES: [O-2].[Zn+2:2].[CH3:3][C:4]([C:7]1[CH:8]=[CH:9][C:10]([C:13]([CH2:15][C:16]([C:18]2[CH:19]=[CH:20][C:21]([O:24][CH3:25])=[CH:22][CH:23]=2)=[O:17])=[O:14])=[CH:11][CH:12]=1)([CH3:6])[CH3:5]>>[O-2:14].[Zn+2:2].[CH3:6][C:4]([C:7]1[CH:8]=[CH:9][C:10]([C:13]([CH2:15][C:16]([C:18]2[CH:19]=[CH:20][C:21]([O:24][CH3:25])=[CH:22][CH:23]=2)=[O:17])=[O:14])=[CH:11][CH:12]=1)([CH3:3])[CH3:5] |f:0.1,3.4.5|. Reported procedure: The methods of the present invention were used to produce complexes comprising zinc oxide and avobenzone (Parsol 1789 was the source for avobenzone) (see FIGS. 3A-C). Approximately 1 g zinc oxide was mixed with about 3.8 g Parsol 1789 in 250 mL anhydrous alcohol (mixture of methanol and isoppropanol). Mixing occurred in a sealed glass jar on a magnetic stirrer at ambient temperature. Complexes were visible within nine days of mixing. The complexes were isolated by filtering (via a Buchner funnel... Starting materials: C(C)(=O)OC=1C(=NC=CC1)OC1=C(C=C(C(=C1)N1C(N(C(=CC1=O)C(F)(F)F)C)=O)F)Cl (3-acetoxy-2-{2-chloro-4-fluoro-5-[3-methyl-2,6-dioxo-4-(trifluoromethyl)-1,2,3,6-tetrahydropyrimidin-1-yl]phenoxy}pyridine), C([O-])([O-])=O.[K+].[K+] (potassium carbonate), CO (methanol), ice water. Solvent: C(C)(=O)O (acetic acid). Run at time 3 hour. The product is ClC1=C(OC2=NC=CC=C2O)C=C(C(=C1)F)N1C(N(C(=CC1=O)C(F)(F)F)C)=O (2-{2-chloro-4-fluoro-5-[3-methyl-2,6-dioxo-4-(trifluoromethyl)-1,2,3,6-tetrahydropyrimidin-1-yl]phenoxy}-3-hydroxypyridine). Isolated yield 71.3%. As a reaction SMILES: C([O:4][C:5]1[C:6]([O:11][C:12]2[CH:17]=[C:16]([N:18]3[C:23](=[O:24])[CH:22]=[C:21]([C:25]([F:28])([F:27])[F:26])[N:20]([CH3:29])[C:19]3=[O:30])[C:15]([F:31])=[CH:14][C:13]=2[Cl:32])=[N:7][CH:8]=[CH:9][CH:10]=1)(=O)C.C(=O)([O-])[O-].[K+].[K+].CO>C(O)(=O)C>[Cl:32][C:13]1[CH:14]=[C:15]([F:31])[C:16]([N:18]2[C:23](=[O:24])[CH:22]=[C:21]([C:25]([F:28])([F:27])[F:26])[N:20]([CH3:29])[C:19]2=[O:30])=[CH:17][C:12]=1[O:11][C:6]1[C:5]([OH:4])=[CH:10][CH:9]=[CH:8][N:7]=1 |f:1.2.3|. Procedure details: A mixture of 100 mg of 3-acetoxy-2-{2-chloro-4-fluoro-5-[3-methyl-2,6-dioxo-4-(trifluoromethyl)-1,2,3,6-tetrahydropyrimidin-1-yl]phenoxy}pyridine, 15 mg of potassium carbonate and 1 ml of methanol was stirred for 3 hours at room temperature. The reaction solution was poured into ice water, then, to this was poured acetic acid. The precipitated crystals were collected by filtration to obtain 65 mg of 2-{2-chloro-4-fluoro-5-[3-methyl-2,6-dioxo-4-(trifluoromethyl)-1,2,3,6-tetrahydropyrimidin-1-yl]p... Starting materials: CC(C)(C)OC(=O)NC(CO)C(=O)O, ClCCl, C(=NC1CCCCC1)=NC1CCCCC1, NC(=O)N(C1CCCCC1)C1CCCCC1, Cc1cc(=O)oc2cc(N)ccc12, Oc1cccc2[nH]nnc12. Product: Cc1cc(=O)oc2cc(NC(=O)C(CO)NC(=O)OC(C)(C)C)ccc12. As a reaction SMILES: [C:1](=[O:2])([O:3][C:4]([CH3:5])([CH3:6])[CH3:7])[NH:8][CH:9]([CH2:10][OH:11])[C:12](=[O:13])[OH:14].[CH2:69]([Cl:70])[Cl:71].[CH:38]1([N:39]=[C:40]=[N:41][CH:42]2[CH2:43][CH2:44][CH2:45][CH2:46][CH2:47]2)[CH2:48][CH2:49][CH2:50][CH2:51][CH2:52]1.[CH:53]1([N:54]([CH:55]2[CH2:56][CH2:57][CH2:58][CH2:59][CH2:60]2)[C:61]([NH2:62])=[O:63])[CH2:64][CH2:65][CH2:66][CH2:67][CH2:68]1.[NH2:15][c:16]1[cH:17][cH:18][c:19]2[c:20]([CH3:27])[cH:21][c:22](=[O:26])[o:23][c:24]2[cH:25]1.[OH:28][c:29]1[c:30]2[n:31][n:32][nH:33][c:34]2[cH:35][cH:36][cH:37]1>>[C:1](=[O:2])([O:3][C:4]([CH3:5])([CH3:6])[CH3:7])[NH:8][CH:9]([CH2:10][OH:11])[C:12](=[O:14])[NH:15][c:16]1[cH:17][cH:18][c:19]2[c:20]([CH3:27])[cH:21][c:22](=[O:26])[o:23][c:24]2[cH:25]1. Procedure: 4.4 g (17.4 millimoles) of cis-2-(m-nitrobenzoyl)-cyclopropanecarboxylic acid hydrate, 1.05 g (21.0 millimoles) of hydrazine hydrate and 100 ml of ethanol are refluxed for 7 hours. After filtering off the product at 10° C. and drying it under reduced pressure at 50° C., 2.8 g (70% of theory) of 2-(m-nitrophenyl)-3,4-diazabicyclo[4.1.0]hept-2-en-5-one are obtained as pale yellow crystals, of melting point 220°-221° C. Solvent: C(C)O (ethanol). The reactants are O.[N+](=O)([O-])C=1C=C(C(=O)[C@@H]2[C@@H](C2)C(=O)O)C=CC1 (cis-2-(m-nitrobenzoyl)-cyclopropanecarboxylic acid hydrate), O.NN (hydrazine hydrate). RXN SMILES: O.[N+:2]([C:5]1[CH:6]=[C:7]([CH:16]=[CH:17][CH:18]=1)[C:8]([C@H:10]1[CH2:12][C@H:11]1[C:13](O)=[O:14])=O)([O-:4])=[O:3].O.[NH2:20][NH2:21]>C(O)C>[N+:2]([C:5]1[CH:6]=[C:7]([C:8]2[CH:10]3[CH:11]([C:13](=[O:14])[NH:20][N:21]=2)[CH2:12]3)[CH:16]=[CH:17][CH:18]=1)([O-:4])=[O:3] |f:0.1,2.3|. The yield is 69.6%. Yields the product [N+](=O)([O-])C=1C=C(C=CC1)C=1C2CC2C(NN1)=O (2-(m-nitrophenyl)-3,4-diazabicyclo[4.1.0]hept-2-en-5-one). Reactants: ON=CC(=O)NC1=CC(=C(C=C1)OC)C (2-Hydroxyimino-N-(4-methoxy-3-methylphenyl)acetamide), CS(=O)(=O)O (methanesulfonic acid), ON=CC(=O)NC1=CC(=C(C=C1)OC)C (2-hydroxyimino-N-(4-methoxy-3-methylphenyl)acetamide). Run at time 10 minute. Yields the product COC=1C=C2C(C(NC2=CC1C)=O)=O (5-methoxy-6-methyl-1H-indole-2,3-dione). Isolated yield 77.0%. RXN SMILES: ON=[CH:3][C:4]([NH:6][C:7]1[CH:12]=[CH:11][C:10]([O:13][CH3:14])=[C:9]([CH3:15])[CH:8]=1)=[O:5].CS(O)(=O)=[O:18]>>[CH3:14][O:13][C:10]1[CH:11]=[C:12]2[C:7](=[CH:8][C:9]=1[CH3:15])[NH:6][C:4](=[O:5])[C:3]2=[O:18]. Reported procedure: 2-Hydroxyimino-N-(4-methoxy-3-methylphenyl)acetamide (0.5 g, 2.4 mmol) was added portionwise to concentrated methanesulfonic acid (1.5 mL). The 2-hydroxyimino-N-(4-methoxy-3-methylphenyl)acetamide was added over a period of 45 min in order to keep the reaction temperature between 65 to 70° C. After addition, the mixture was stirred for 10 min and then poured onto ice (10 g). The resulting aqueous solution was extracted with ethyl acetate (3×50 mL). Combined organic layers were dried (Na2SO4), fi... The reactants are FC1=C(C=C(C=C1)[C@](CC=C)(C1=CC(=CC(=C1)OC(C(F)F)(F)F)F)NC(=O)NCC(F)(F)F)C(F)(F)F ((R)-1-(1-(4-fluoro-3-(trifluoromethyl)phenyl)-1-(3-fluoro-5-(1,1,2,2-tetrafluoroethoxy)phenyl)but-3-enyl)-3-(2,2,2-trifluoroethyl)urea), Cl (HCl), C(C)[Zn]CC (diethyl Zinc), ICI (diiodomethane). Run in C1(=CC=CC=C1)C (toluene). Conditions: temperature 110 celsius, time 5 minute. The product is C1(CC1)C[C@](C1=CC(=CC(=C1)OC(C(F)F)(F)F)F)(C1=CC(=C(C=C1)F)C(F)(F)F)NC(=O)NCC(F)(F)F ((R)-1-(2-cyclopropyl-1-(4-fluoro-3-(trifluoromethyl)-phenyl)-1-(3-fluoro-5-(1,1,2,2-tetrafluoroethoxy)phenyl)ethyl)-3-(2,2,2-trifluoroethyl)urea). Yield: 31.9%. RXN SMILES: [F:1][C:2]1[CH:7]=[CH:6][C:5]([C@@:8]([NH:26][C:27]([NH:29][CH2:30][C:31]([F:34])([F:33])[F:32])=[O:28])([C:12]2[CH:17]=[C:16]([O:18][C:19]([F:24])([F:23])[CH:20]([F:22])[F:21])[CH:15]=[C:14]([F:25])[CH:13]=2)[CH2:9][CH:10]=[CH2:11])=[CH:4][C:3]=1[C:35]([F:38])([F:37])[F:36].[CH2:39]([Zn]CC)C.ICI.Cl>C1(C)C=CC=CC=1>[CH:10]1([CH2:9][C@@:8]([NH:26][C:27]([NH:29][CH2:30][C:31]([F:32])([F:33])[F:34])=[O:28])([C:5]2[CH:6]=[CH:7][C:2]([F:1])=[C:3]([C:35]([F:38])([F:36])[F:37])[CH:4]=2)[C:12]2[CH:17]=[C:16]([O:18][C:19]([F:23])([F:24])[CH:20]([F:22])[F:21])[CH:15]=[C:14]([F:25])[CH:13]=2)[CH2:39][CH2:11]1. Reported procedure: At 0° C. under argon, to a solution of (R)-1-(1-(4-fluoro-3-(trifluoromethyl)phenyl)-1-(3-fluoro-5-(1,1,2,2-tetrafluoroethoxy)phenyl)but-3-enyl)-3-(2,2,2-trifluoroethyl)urea (40 mg, 0.070 mmol), prepared as described in Procedure 6 and 10, in dry toluene (1 mL) was added diethyl Zinc (1.0 M in hexane, 1.2 mL, 1.2 mmol), followed by dropwise addition of diiodomethane (0.2 mL). The reaction mixture was gradually warmed to 110° C., and heated at 110° C. for 1 h. After cooling, 1 N HCl was added and... The reactants are COCCOCCOC, ClP(Cl)(Cl)(Cl)Cl, O=C1NS(=O)(=O)c2cc(-c3ccccn3)ccc21. Product: O=S1(=O)N=C(Cl)c2ccc(-c3ccccn3)cc21. As a reaction SMILES: [CH3:25][O:26][CH2:27][CH2:28][O:29][CH2:30][CH2:31][O:32][CH3:33].[Cl:19][P:20]([Cl:21])([Cl:22])([Cl:23])[Cl:24].[n:1]1[c:2](-[c:7]2[cH:8][c:9]3[c:10]([cH:17][cH:18]2)[C:11](=[O:16])[NH:12][S:13]3(=[O:14])=[O:15])[cH:3][cH:4][cH:5][cH:6]1>>[n:1]1[c:2](-[c:7]2[cH:8][c:9]3[c:10]([cH:17][cH:18]2)[C:11]([Cl:19])=[N:12][S:13]3(=[O:14])=[O:15])[cH:3][cH:4][cH:5][cH:6]1. The reactants are OC=1C(=NC=CN1)C(=O)NCC(=O)OC (methyl 2-{[(3-hydroxy-2-pyrazinyl)carbonyl]-amino}acetate), Cl (hydrochloric acid), N (ammonia), N (ammonia). Run in CO (methanol), O (water), CO (methanol). Conditions: time 1 hour. Product: NC(CNC(=O)C1=NC=CN=C1O)=O (N2-(2-amino-2-oxoethyl)-3-hydroxy-2-pyrazinecarboxamide). As a reaction SMILES: [OH:1][C:2]1[C:3]([C:8]([NH:10][CH2:11][C:12]([O:14]C)=O)=[O:9])=[N:4][CH:5]=[CH:6][N:7]=1.[NH3:16].Cl>CO.O>[NH2:16][C:12](=[O:14])[CH2:11][NH:10][C:8]([C:3]1[C:2]([OH:1])=[N:7][CH:6]=[CH:5][N:4]=1)=[O:9]. Reported procedure: In 4 mL of methanol is suspended 0.19 g of methyl 2-{[(3-hydroxy-2-pyrazinyl)carbonyl]-amino}acetate. The suspension is saturated with ammonia by introducing gaseous ammonia thereinto under ice-cooling for 30 minutes. The resulting mixture is stirred at the same temperature as above for 1 hour and then at ambient temperature for 15 hours. The solvent is distilled off under reduced pressure. The residue thus obtained is dissolved in a mixture of 4 mL of water and 1 mL of methanol. To the resultin...